From a dataset of the Open Reaction Database (ORD), a public repository of structured organic reaction records. describe an organic reaction: reactants, conditions, products, and yield Reaction SMILES: [CH2:1]1[O:15][C:4]2[CH:5]=[CH:6][C:7]3[CH2:8][C:9](=[O:14])[NH:10][CH2:11][CH2:12][C:13]=3[C:3]=2[O:2]1.[CH3:16][O:17][C:18]1[CH:36]=[CH:35][C:21]([O:22][CH2:23][CH2:24][CH2:25][N:26]2[CH2:32][CH2:31][CH2:30][CH2:29][CH:28]([CH2:33][Cl:34])[CH2:27]2)=[CH:20][CH:19]=1>>[ClH:34].[CH3:16][O:17][C:18]1[CH:19]=[CH:20][C:21]([O:22][CH2:23][CH2:24][CH2:25][N:26]2[CH2:32][CH2:31][CH2:30][CH2:29][CH:28]([CH2:33][N:10]3[C:9](=[O:14])[CH2:8][C:7]4[CH:6]=[CH:5][C:4]5[O:15][CH2:1][O:2][C:3]=5[C:13]=4[CH2:12][CH2:11]3)[CH2:27]2)=[CH:35][CH:36]=1 |f:2.3|. Reported procedure: Prepared from 6,7-methylenedioxy-2-oxo-1,3,4,5-tetrahydro-2H-3-benzazepine and N-[3-(4-methoxy-phenoxy)-propyl]-3-chloromethylhexahydro-azepine analogously to Example 2. The product is Cl.COC1=CC=C(OCCCN2CC(CCCC2)CN2CCC3=C(CC2=O)C=CC2=C3OCO2)C=C1 (3-[(N-(3-(4-Methoxy-phenoxy)-propyl)-hexahydro-azepin-3-yl)methyl]-6,7-methylenedioxy-2-oxo-1,3,4,5-tetrahydro-2H-3-benzazepine-hydrochloride). The reactants are C1OC2=C(C=CC=3CC(NCCC32)=O)O1 (6,7-methylenedioxy-2-oxo-1,3,4,5-tetrahydro-2H-3-benzazepine), COC1=CC=C(OCCCN2CC(CCCC2)CCl)C=C1 (N-[3-(4-methoxy-phenoxy)-propyl]-3-chloromethylhexahydro-azepine). Starting materials: 12, CC=1C=C(C(=O)C2CCN(CC2)C(=O)OCC)C=CC1 (ethyl 4-(3-methylbenzoyl)-1-piperidinecarboxylate), Br (hydrobromic acid). Solvent: O (water). Product: Br.CC=1C=C(C=CC1)C(=O)C1CCNCC1 ((3-methylphenyl) (4-piperidinyl)methanone hydrobromide). Reaction SMILES: [CH3:1][C:2]1[CH:3]=[C:4]([CH:18]=[CH:19][CH:20]=1)[C:5]([CH:7]1[CH2:12][CH2:11][N:10](C(OCC)=O)[CH2:9][CH2:8]1)=[O:6].[BrH:21]>O>[BrH:21].[CH3:1][C:2]1[CH:3]=[C:4]([C:5]([CH:7]2[CH2:12][CH2:11][NH:10][CH2:9][CH2:8]2)=[O:6])[CH:18]=[CH:19][CH:20]=1 |f:3.4|. Procedure: A mixture of 12 parts of ethyl 4-(3-methylbenzoyl)-1-piperidinecarboxylate and 225 parts of a hydrobromic acid solution 48% in water is stirred and refluxed for 3 hours. The reaction mixture is evaporated and the residue is crystallized from 2-propanol, yielding 7.5 parts of (3-methylphenyl) (4-piperidinyl)methanone hydrobromide. Starting materials: O.C1(=CC=C(C=C1)S(=O)(=O)O)C (p-toluenesulfonic acid monohydrate), CO (MeOH). Yields the product CC1(CC[C@H](O1)CO)C ((S)-(5,5-dimethyltetrahydrofuran-2-yl)methanol). Reaction SMILES: [OH2:1].[C:2]1([CH3:12])[CH:7]=[CH:6][C:5](S(O)(=O)=O)=[CH:4][CH:3]=1.C[OH:14]>>[CH3:3][C:2]1([CH3:12])[O:1][C@H:5]([CH2:4][OH:14])[CH2:6][CH2:7]1 |f:0.1|. Reported procedure: To a stirred solution of compound A92-2 (1.03 g, 4.43 mmol) in MeOH (8 mL) was added p-toluenesulfonic acid monohydrate (421 mg, 2.2 mmol) at room temperature and the mixture was refluxed for 5 h. The reaction mixture was cooled to room temperature, quenched with water (15 mL) and extracted with DCM (2×25 mL). The combined organic layers were washed with brine (20 mL), dried over anhydrous Na2SO4 and concentrated under reduced pressure. The residue was purified by column chromatography (silica g... Reactants: O=C1c2ccccc2C(=O)N1CCCBr, [H][H], CN(C)C=O, Cc1[nH]c(=O)c(C#N)cc1-c1ccc(O)cc1. Yields the product Cc1[nH]c(=O)c(C#N)cc1-c1ccc(OCCCN2C(=O)c3ccccc3C2=O)cc1. As a reaction SMILES: [Br:20][CH2:21][CH2:22][CH2:23][N:24]1[C:25](=[O:34])[c:26]2[c:27]([cH:30][cH:31][cH:32][cH:33]2)[C:28]1=[O:29].[H:18][H:19].[O:35]=[CH:36][N:37]([CH3:38])[CH3:39].[OH:1][c:2]1[cH:3][cH:4][c:5](-[c:8]2[cH:9][c:10]([C:16]#[N:17])[c:11](=[O:15])[nH:12][c:13]2[CH3:14])[cH:6][cH:7]1>>[O:1]([c:2]1[cH:3][cH:4][c:5](-[c:8]2[cH:9][c:10]([C:16]#[N:17])[c:11](=[O:15])[nH:12][c:13]2[CH3:14])[cH:6][cH:7]1)[CH2:21][CH2:22][CH2:23][N:24]1[C:25](=[O:34])[c:26]2[c:27]([cH:30][cH:31][cH:32][cH:33]2)[C:28]1=[O:29]. The reactants are O=C(O)c1ccc(-c2cccc(Cl)c2)o1, N#CCc1cccc(N)c1. Product: N#CCc1cccc(C(=O)c2ccc(-c3cccc(Cl)c3)o2)c1. As a reaction SMILES: [Cl:1][c:2]1[cH:3][c:4](-[c:8]2[cH:9][cH:10][c:11]([C:13](=[O:14])[OH:15])[o:12]2)[cH:5][cH:6][cH:7]1.[NH2:16][c:17]1[cH:18][c:19]([CH2:23][C:24]#[N:25])[cH:20][cH:21][cH:22]1>>[Cl:1][c:2]1[cH:3][c:4](-[c:8]2[cH:9][cH:10][c:11]([C:13](=[O:15])[c:17]3[cH:18][c:19]([CH2:23][C:24]#[N:25])[cH:20][cH:21][cH:22]3)[o:12]2)[cH:5][cH:6][cH:7]1. Reaction SMILES: [CH2:1]([CH3:2])[O:3][C:4]([CH2:5][NH:6][c:7]1[cH:8][cH:9][cH:10][c:11]2[c:12]1[N:13]([CH2:18][c:19]1[cH:20][c:21]3[cH:22][cH:23][cH:24][cH:25][c:26]3[cH:27][cH:28]1)[C:14](=[O:17])[CH2:15][O:16]2)=[O:29].[CH2:34]1[O:35][CH2:36][CH2:37][CH2:38]1.[CH3:30][OH:31].[Na+:33].[OH-:32]>>[O:3]=[C:4]([CH2:5][NH:6][c:7]1[cH:8][cH:9][cH:10][c:11]2[c:12]1[N:13]([CH2:18][c:19]1[cH:20][c:21]3[cH:22][cH:23][cH:24][cH:25][c:26]3[cH:27][cH:28]1)[C:14](=[O:17])[CH2:15][O:16]2)[OH:29]. Yields the product O=C(O)CNc1cccc2c1N(Cc1ccc3ccccc3c1)C(=O)CO2. The reactants are CCOC(=O)CNc1cccc2c1N(Cc1ccc3ccccc3c1)C(=O)CO2, C1CCOC1, CO, [Na+], [OH-]. The reactants are O (water), NC1=C(C(=O)C2=CC=C(C=C2)C)C=CC=C1 (2-amino-4'-methylbenzophenone), COC(CC#N)OC (3,3-dimethoxypropionitrile), O.C1(=CC=C(C=C1)S(=O)(=O)O)C (p-toluenesulfonic acid. monohydrate). The solvent is C1(=CC=CC=C1)C (toluene). Yields the product C(#N)C=1C=NC2=CC=CC=C2C1C1=CC=C(C=C1)C (3-Cyano-4-(4-methylphenyl)quinoline). Reaction SMILES: [NH2:1][C:2]1[CH:16]=[CH:15][CH:14]=[CH:13][C:3]=1[C:4]([C:6]1[CH:11]=[CH:10][C:9]([CH3:12])=[CH:8][CH:7]=1)=O.CO[CH:19](OC)[CH2:20][C:21]#[N:22].O.C1(C)C=CC(S(O)(=O)=O)=CC=1.O>C1(C)C=CC=CC=1>[C:21]([C:20]1[CH:19]=[N:1][C:2]2[C:3]([C:4]=1[C:6]1[CH:11]=[CH:10][C:9]([CH3:12])=[CH:8][CH:7]=1)=[CH:13][CH:14]=[CH:15][CH:16]=2)#[N:22] |f:2.3|. Reported procedure: A mixture of 2-amino-4'-methylbenzophenone (10 g), 3,3-dimethoxypropionitrile (10.9 g), p-toluenesulfonic acid. monohydrate (1.0 g) in toluene (120 ml) was heated under reflux for 4 hours. After addition of water, the reaction mixture was extracted with ethyl acetate and the extract was concentrated to dryness. The residue was purified by column chromatography on silica gel. Recrystallization from isopropyl ether afforded pale yellow prisms (5.67 g, 49%), m.p. 96°-97° C. Starting materials: ClCC=1OC(=CN1)CC (2-(chloromethyl)-5-ethyl-1,3-oxazole), ClCC=1OC(=CN1)CC (2-(chloromethyl)-5-ethyl-1,3-oxazole), C([O-])([O-])=O.[K+].[K+] (potassium carbonate), O=C1N(C(C2=C(N1)C=C(S2)C2=CC=CC=C2)=O)C2CCN(CC2)C(=O)OC(C)(C)C (tert-butyl 4-(2,4-dioxo-6-phenyl-1,4-dihydrothieno[3,2-d]pyrimidin-3(2H)-yl)piperidine-1-carboxylate), C([O-])([O-])=O.[K+].[K+] (potassium carbonate), ClCC=1OC(=CN1)CC (2-(chloromethyl)-5-ethyl-1,3-oxazole), ClCC=1OC(=CN1)CC (2-(chloromethyl)-5-ethyl-1,3-oxazole). Solvent: CN(C)C=O (DMF). Conditions: temperature 100 celsius, time 30 minute. The product is C(C)C1=CN=C(O1)CN1C(N(C(C2=C1C=C(S2)C2=CC=CC=C2)=O)C2CCN(CC2)C(=O)OC(C)(C)C)=O (tert-butyl 4-{1-[(5-ethyl-1,3-oxazol-2-yl)methyl]-2,4-dioxo-6-phenyl-1,4-dihydrothieno[3,2-d]pyrimidin-3(2H)-yl}piperidine-1-carboxylate). Reaction SMILES: [O:1]=[C:2]1[NH:7][C:6]2[CH:8]=[C:9]([C:11]3[CH:16]=[CH:15][CH:14]=[CH:13][CH:12]=3)[S:10][C:5]=2[C:4](=[O:17])[N:3]1[CH:18]1[CH2:23][CH2:22][N:21]([C:24]([O:26][C:27]([CH3:30])([CH3:29])[CH3:28])=[O:25])[CH2:20][CH2:19]1.C(=O)([O-])[O-].[K+].[K+].Cl[CH2:38][C:39]1[O:40][C:41]([CH2:44][CH3:45])=[CH:42][N:43]=1>CN(C=O)C>[CH2:44]([C:41]1[O:40][C:39]([CH2:38][N:7]2[C:6]3[CH:8]=[C:9]([C:11]4[CH:16]=[CH:15][CH:14]=[CH:13][CH:12]=4)[S:10][C:5]=3[C:4](=[O:17])[N:3]([CH:18]3[CH2:23][CH2:22][N:21]([C:24]([O:26][C:27]([CH3:30])([CH3:29])[CH3:28])=[O:25])[CH2:20][CH2:19]3)[C:2]2=[O:1])=[N:43][CH:42]=1)[CH3:45] |f:1.2.3|. Procedure: To a solution of tert-butyl 4-(2,4-dioxo-6-phenyl-1,4-dihydrothieno[3,2-d]pyrimidin-3(2H)-yl)piperidine-1-carboxylate (800 mg; compound B50) in DMF (15 ml) are added potassium carbonate (520 mg) and 2-(chloromethyl)-5-ethyl-1,3-oxazole (270 mg; compound D1). After stirring for 1 h at 100° C. further 2-(chloromethyl)-5-ethyl-1,3-oxazole (200 mg; compound D1) and potassium carbonate (400 mg) are added to the reaction mixture. The mixture is stirred for additional 30 min at 100° C. Afterwards all v... Yields the product NC1CCC(c2cccc(F)c2F)CNC1=O. Reactants: ClCCl, CC(C)(C)OC(=O)NC1CCC(c2cccc(F)c2F)CNC1=O, O=C(O)C(F)(F)F. Reaction SMILES: [Cl:32][CH2:33][Cl:34].[F:8][c:9]1[c:10]([CH:16]2[CH2:17][CH2:18][CH:19]([NH:24][C:25](=[O:26])[O:27][C:28]([CH3:29])([CH3:30])[CH3:31])[C:20](=[O:23])[NH:21][CH2:22]2)[cH:11][cH:12][cH:13][c:14]1[F:15].[OH:1][C:2]([C:3]([F:4])([F:5])[F:6])=[O:7]>>[F:8][c:9]1[c:10]([CH:16]2[CH2:17][CH2:18][CH:19]([NH2:24])[C:20](=[O:23])[NH:21][CH2:22]2)[cH:11][cH:12][cH:13][c:14]1[F:15]. The reactants are C(=O)([O-])[O-].[K+].[K+] (K2CO3), C(C1=CC=CC=C1)Br (benzyl bromide), COC(C1=CC(=C(C=C1)O)[N+](=O)[O-])=O (4-hydroxy-3-nitro-benzoic acid methyl ester). Run in CC(=O)C (acetone). Yields the product COC(C1=CC(=C(C=C1)OCC1=CC=CC=C1)[N+](=O)[O-])=O (4-Benzyloxy-3-nitro-benzoic acid methyl ester). Reaction SMILES: [CH3:1][O:2][C:3](=[O:14])[C:4]1[CH:9]=[CH:8][C:7]([OH:10])=[C:6]([N+:11]([O-:13])=[O:12])[CH:5]=1.C([O-])([O-])=O.[K+].[K+].[CH2:21](Br)[C:22]1[CH:27]=[CH:26][CH:25]=[CH:24][CH:23]=1>CC(C)=O>[CH3:1][O:2][C:3](=[O:14])[C:4]1[CH:9]=[CH:8][C:7]([O:10][CH2:21][C:22]2[CH:27]=[CH:26][CH:25]=[CH:24][CH:23]=2)=[C:6]([N+:11]([O-:13])=[O:12])[CH:5]=1 |f:1.2.3|. Reported procedure: A solution of 4-hydroxy-3-nitro-benzoic acid methyl ester (30 g, 152 mmol) in acetone (1000 mL) was charged into a 2 L reactor and treated with K2CO3 (31.5 g, 228 mol) and benzyl bromide (52 g, 36.1 mL, 304 mmol). The mixture was mechanically stirred at heated at reflux for 16 hours under a light argon flux. After cooling to room temperature the solvent was evaporated. The residue was taken up in ethyl acetate/water and the two phases were separated. The aqueous phase was extracted three times w...